This data is from the Open Reaction Database (ORD), a public repository of structured organic reaction records. The task is: describe an organic reaction: reactants, conditions, products, and yield Reactants: C1CCOC1, CNc1ccc(Oc2ccnc3cc(-c4nccn4C)sc23)c(F)c1, O=C(Cc1ccccc1)N=C=S. Yields the product CN(C(=S)NC(=O)Cc1ccccc1)c1ccc(Oc2ccnc3cc(-c4nccn4C)sc23)c(F)c1. RXN SMILES: [CH2:38]1[O:39][CH2:40][CH2:41][CH2:42]1.[F:1][c:2]1[cH:3][c:4]([NH:24][CH3:25])[cH:5][cH:6][c:7]1[O:8][c:9]1[c:10]2[c:11]([n:12][cH:13][cH:14]1)[cH:15][c:16](-[c:18]1[n:19]([CH3:23])[cH:20][cH:21][n:22]1)[s:17]2.[c:26]1([CH2:32][C:33](=[O:34])[N:35]=[C:36]=[S:37])[cH:27][cH:28][cH:29][cH:30][cH:31]1>>[F:1][c:2]1[cH:3][c:4]([N:24]([CH3:25])[C:36]([NH:35][C:33]([CH2:32][c:26]2[cH:27][cH:28][cH:29][cH:30][cH:31]2)=[O:34])=[S:37])[cH:5][cH:6][c:7]1[O:8][c:9]1[c:10]2[c:11]([n:12][cH:13][cH:14]1)[cH:15][c:16](-[c:18]1[n:19]([CH3:23])[cH:20][cH:21][n:22]1)[s:17]2. Starting materials: C1=CC=CC=2C3=CC=CC=C3C(C12)COC(=O)N1C(CCCC1C(NCCCCC1=CC=CC=C1)=O)CC(OC)OC (2-(2,2-Dimethoxy-ethyl)-6-(4-phenyl-butylcarbamoyl)-piperidine-1-carboxylic acid 9H-fluoren-9-ylmethyl ester), C1=CC=CC=2C3=CC=CC=C3C(C12)COC(=O)N1C(CCCC1C(NCCCCC1=CC=CC=C1)=O)CC(OC)OC (2-(2,2-Dimethoxy-ethyl)-6-(4-phenyl-butylcarbamoyl)-piperidine-1-carboxylic acid 9H-fluoren-9-ylmethyl ester), C1(=CC=CC=C1)C (toluene), C1(=CC=C(C=C1)S(=O)(=O)[O-])C.[NH+]1=CC=CC=C1 (Pyridinium p-toluene sulfonate). Conditions: temperature 100 celsius, time 2 hour. Product: C1=CC=CC=2C3=CC=CC=C3C(C12)COC(=O)N1C2C(N(C=CC1CCC2)CCCCC2=CC=CC=C2)=O (2-Oxo-3-(4-phenyl-butyl)-3,10-diaza-bicyclo[4.3.1]dec-4-ene-10-carboxylic Acid 9H-Fluoren-9-ylmethyl Ester). The yield is 87.0%. As a reaction SMILES: C1C2[CH:12]([CH2:14][O:15][C:16]([N:18]3[CH:23]([C:24](=[O:36])[NH:25][CH2:26][CH2:27][CH2:28]CC4C=CC=CC=4)[CH2:22][CH2:21][CH2:20][CH:19]3[CH2:37][CH:38](OC)OC)=[O:17])[C:11]3[C:6](=[CH:7][CH:8]=[CH:9]C=3)C=2C=CC=1.[C:43]1([CH3:53])[CH:48]=[CH:47][C:46](S([O-])(=O)=O)=[CH:45][CH:44]=1.[NH+]1C=CC=CC=1.[C:60]1([CH3:66])[CH:65]=[CH:64][CH:63]=[CH:62][CH:61]=1>>[CH:47]1[C:48]2[CH:12]([CH2:14][O:15][C:16]([N:18]3[CH:19]4[CH2:20][CH2:21][CH2:22][CH:23]3[C:24](=[O:36])[N:25]([CH2:26][CH2:27][CH2:28][CH2:66][C:60]3[CH:65]=[CH:64][CH:63]=[CH:62][CH:61]=3)[CH:38]=[CH:37]4)=[O:17])[C:11]3[C:53](=[CH:9][CH:8]=[CH:7][CH:6]=3)[C:43]=2[CH:44]=[CH:45][CH:46]=1 |f:1.2|. Procedure details: 2-(2,2-Dimethoxy-ethyl)-6-(4-phenyl-butylcarbamoyl)-piperidine-1-carboxylic acid 9H-fluoren-9-ylmethyl ester (Compound 243, 1 g, 1.75 mmol) was dissolved in toluene (25 ml). Pyridinium p-toluene sulfonate (0.02 g, 0.08 mmol) was added and the reaction was stirred at 100° C. for 2 hours. After this time the reaction was cooled down, the toluene was evaporated and the residue was dissolved in EtOAc (75 mL), washed with saturated NaHCO3 solution (25 mL) and dried over Na2SO4. Flash chromatographic ... Solvent: C(Cl)Cl (CH2Cl2), C(Cl)Cl (CH2Cl2). The reactants are P(OCCCCl)(=O)(Cl)Cl (3-chloropropyl phosphorodichloridate), N (NH3), [NH4+].[Cl-] (NH4Cl), N (NH3). RXN SMILES: [P:1](Cl)(Cl)(=[O:7])[O:2][CH2:3][CH2:4][CH2:5][Cl:6].[NH3:10].[NH4+:11].[Cl-]>C(Cl)Cl>[P:1]([NH2:11])([NH2:10])(=[O:7])[O:2][CH2:3][CH2:4][CH2:5][Cl:6] |f:2.3|. Procedure: A solution of 19.1 g of (0.09 mol) 3-chloropropyl phosphorodichloridate in 25 mL of CH2Cl2 was added to a solution of 10 g of (0.59 mol) NH3 in 150 mL of CH2Cl2 at -15° to -30° C. After the addition, the mixture was allowed to warm slowly to room temperature, while the excess NH3 vented. Filtering gave 24.9 g of crude material consisting of the desired product and NH4Cl (theoretical yield 25.2 g). Pure 3-chloropropyl phosphorodiamidate was obtained by extraction with methylene chloride. The 3-ch... The product is P(OCCCCl)(=O)(N)N (3-Chloropropyl Phosphorodiamidate).